describe an organic reaction: reactants, conditions, products, and yield From a dataset of the Open Reaction Database (ORD), a public repository of structured organic reaction records. Reactants: C1(=CC=CC=C1)C1=NOC(=C1C(=O)NC)C (3-phenyl-5,N-dimethyl-isoxazole-4-carboxamide), C(C)C1=NOC(=C1C(=O)NC)C (3-ethyl-5,N-dimethyl-isoxazole-4-carboxamide). The product is C(C1=CC=CC=C1)=O (benzaldehyde), CC(C)(C)C=O (pivaldehyde). As a reaction SMILES: C1([C:7]2[C:11]([C:12](NC)=[O:13])=[C:10](C)ON=2)C=CC=CC=1.[CH2:17]([C:19]1[C:23]([C:24](NC)=[O:25])=[C:22]([CH3:28])ON=1)[CH3:18]>>[CH:24](=[O:25])[C:23]1[CH:22]=[CH:28][CH:18]=[CH:17][CH:19]=1.[CH3:10][C:11]([CH:12]=[O:13])([CH3:17])[CH3:7]. Reported procedure: Again following the above procedure and using in place of 3-phenyl-5,N-dimethyl-isoxazole-4-carboxamide an equivalent amount of 3-ethyl-5,N-dimethyl-isoxazole-4-carboxamide and in place of benzaldehyde an equivalent amount of pivaldehyde there is obtained